Dataset: the Open Reaction Database (ORD), a public repository of structured organic reaction records. Task: describe an organic reaction: reactants, conditions, products, and yield Starting materials: O=S(=O)(Cl)c1ccc(Cl)nc1, O=Cc1c[nH]c(-c2ccccc2F)c1. Yields the product O=Cc1cc(-c2ccccc2F)n(S(=O)(=O)c2ccc(Cl)nc2)c1. Reaction SMILES: [Cl:15][c:16]1[cH:17][cH:18][c:19]([S:22](=[O:23])(=[O:24])[Cl:25])[cH:20][n:21]1.[F:1][c:2]1[c:3](-[c:8]2[cH:9][c:10]([CH:13]=[O:14])[cH:11][nH:12]2)[cH:4][cH:5][cH:6][cH:7]1>>[F:1][c:2]1[c:3](-[c:8]2[cH:9][c:10]([CH:13]=[O:14])[cH:11][n:12]2[S:22]([c:19]2[cH:18][cH:17][c:16]([Cl:15])[n:21][cH:20]2)(=[O:23])=[O:24])[cH:4][cH:5][cH:6][cH:7]1. Procedure: To 300 ml. of dichloromethane saturated with dry hydrogen bromide 7 g. of 1-methyl-3-phenyl-5-(2-hydroxymethylphenyl)-1,2,4-triazole are added. The solution is allowed to stand at room temperature for a night and after washing with aqueous sodium bicarbonate and then with water it is dried over sodium sulfate. Evaporation of the solvent and crystallization from hexane afford the title compound. M.p. 83°-85° C. Yield 84%. Run in ClCCl (dichloromethane). The reactants are Br (hydrogen bromide), CN1N=C(N=C1C1=C(C=CC=C1)CO)C1=CC=CC=C1 (1-methyl-3-phenyl-5-(2-hydroxymethylphenyl)-1,2,4-triazole). Reaction SMILES: [BrH:1].[CH3:2][N:3]1[C:7]([C:8]2[CH:13]=[CH:12][CH:11]=[CH:10][C:9]=2[CH2:14]O)=[N:6][C:5]([C:16]2[CH:21]=[CH:20][CH:19]=[CH:18][CH:17]=2)=[N:4]1>ClCCl>[CH3:2][N:3]1[C:7]([C:8]2[CH:13]=[CH:12][CH:11]=[CH:10][C:9]=2[CH2:14][Br:1])=[N:6][C:5]([C:16]2[CH:21]=[CH:20][CH:19]=[CH:18][CH:17]=2)=[N:4]1. Isolated yield 84.0%. Yields the product CN1N=C(N=C1C1=C(C=CC=C1)CBr)C1=CC=CC=C1 (1-Methyl-3-phenyl-5-(2-bromomethylphenyl)-1,2,4-triazole). The reactants are S1C(NC(C1)=O)=O (2,4-thiazolidinedione), CN(P(N(C)C)(N(C)C)=O)C (hexamethylphosphoric triamide), C(CCC)[Li] (n-butyllithium), FC1=C(COC=2C=C3C=CC(=CC3=CC2)CI)C=CC=C1 (6-(2-fluorobenzyloxy)-2-naphthylmethyl iodide). Run in C(C)(=O)OCC.CCCCCC (ethyl acetate hexane), C1CCOC1 (THF), CCCCCC (hexane), C1CCOC1 (THF), C(C)(=O)OCC (ethyl acetate). Run at temperature -30 celsius, time 30 minute. The product is FC1=C(COC=2C=C3C=CC(=CC3=CC2)C2C(N(C(S2)=O)C)=O)C=CC=C1 (5-[6-(2-fluorobenzyloxy)-2-naphthyl]-methyl-thiazolidine-2,4-dione). Isolated yield 65.0%. Reaction SMILES: [S:1]1[CH2:5][C:4](=[O:6])[NH:3][C:2]1=[O:7].CN(C)P(=O)(N(C)C)N(C)C.[CH2:19]([Li])CCC.[F:24][C:25]1[CH:44]=[CH:43][CH:42]=[CH:41][C:26]=1[CH2:27][O:28][C:29]1[CH:30]=[C:31]2[C:36](=[CH:37][CH:38]=1)[CH:35]=[C:34](CI)[CH:33]=[CH:32]2>C1COCC1.CCCCCC.C(OCC)(=O)C.CCCCCC.C(OCC)(=O)C>[F:24][C:25]1[CH:44]=[CH:43][CH:42]=[CH:41][C:26]=1[CH2:27][O:28][C:29]1[CH:30]=[C:31]2[C:36](=[CH:37][CH:38]=1)[CH:35]=[C:34]([CH:5]1[S:1][C:2](=[O:7])[N:3]([CH3:19])[C:4]1=[O:6])[CH:33]=[CH:32]2 |f:6.7|. Procedure: To a solution of 2,4-thiazolidinedione (108 mg) in THF (5 ml) was added hexamethylphosphoric triamide (0.5 ml) and the resulting mixture was cooled to -30° C., and n-butyllithium (1.6M, a solution in hexane) (1.1 ml) was added thereto. The mixture was stirred at -30° C. for 30 minutes and a solution of 6-(2-fluorobenzyloxy)-2-naphthylmethyl iodide (0.24 g) in THF (3 ml) was added. The resulting mixture was gradually warmed from -30° C. to room temperature and stirred for 6 hours. After reaction,... Starting materials: CCOC(=O)C1(CC=C(C)C)CCCN(C(=O)OC(C)(C)C)C1, ClCCl, O=[O+][O-]. The product is CCOC(=O)C1(CC=O)CCCN(C(=O)OC(C)(C)C)C1. As a reaction SMILES: [CH3:1][C:2](=[CH:3][CH2:4][C:5]1([C:18](=[O:19])[O:20][CH2:21][CH3:22])[CH2:6][N:7]([C:11](=[O:12])[O:13][C:14]([CH3:15])([CH3:16])[CH3:17])[CH2:8][CH2:9][CH2:10]1)[CH3:23].[Cl:27][CH2:28][Cl:29].[O-:24][O+:25]=[O:26]>>[CH:3]([CH2:4][C:5]1([C:18](=[O:19])[O:20][CH2:21][CH3:22])[CH2:6][N:7]([C:11](=[O:12])[O:13][C:14]([CH3:15])([CH3:16])[CH3:17])[CH2:8][CH2:9][CH2:10]1)=[O:24]. Solvent: C(C1=CC=CC=C1)O (benzyl alcohol). Conditions: temperature 22.5 celsius, time 20 hour. Reported procedure: 1-[4-(5-Cyanoindol-3-yl)butyl]-4-(2-carbamoyl-benzofuran-5-yl)-piperazine (1 g) was dissolved in benzyl alcohol (10 ml) under inert gas atmosphere at 20-25° C. To the clear solution was added HCl in isopropanol (0.55 g, 1.2 eq). The resulting suspension was stirred for 20 h at 20-25° C. The suspension was then heated to 35° C. and maintained for 3 h. The solid was filtered, washed with acetone (2×5 mL) and dried at about 65° C. to afford 0.84 g hemi solvate of 1-[4-(5-cyanoindol-3-yl)butyl]-4-(2... As a reaction SMILES: [C:1]([C:3]1[CH:4]=[C:5]2[C:9](=[CH:10][CH:11]=1)[NH:8][CH:7]=[C:6]2[CH2:12][CH2:13][CH2:14][CH2:15][N:16]1[CH2:21][CH2:20][N:19]([C:22]2[CH:23]=[CH:24][C:25]3[O:29][C:28]([C:30](=[O:32])[NH2:31])=[CH:27][C:26]=3[CH:33]=2)[CH2:18][CH2:17]1)#[N:2].[ClH:34].[CH:35]([OH:38])([CH3:37])C>C(O)C1C=CC=CC=1>[ClH:34].[C:1]([C:3]1[CH:4]=[C:5]2[C:9](=[CH:10][CH:11]=1)[NH:8][CH:7]=[C:6]2[CH2:12][CH2:13][CH2:14][CH2:15][N:16]1[CH2:17][CH2:18][N:19]([C:22]2[CH:23]=[CH:24][C:25]3[O:29][C:28]([C:30](=[O:32])[NH2:31])=[CH:27][C:26]=3[CH:33]=2)[CH2:20][CH2:21]1)#[N:2].[CH2:35]([OH:38])[C:37]1[CH:5]=[CH:4][CH:3]=[CH:11][CH:10]=1 |f:4.5|. Reactants: C(#N)C=1C=C2C(=CNC2=CC1)CCCCN1CCN(CC1)C=1C=CC2=C(C=C(O2)C(N)=O)C1 (1-[4-(5-Cyanoindol-3-yl)butyl]-4-(2-carbamoyl-benzofuran-5-yl)-piperazine), Cl (HCl), C(C)(C)O (isopropanol). Product: Cl.C(#N)C=1C=C2C(=CNC2=CC1)CCCCN1CCN(CC1)C=1C=CC2=C(C=C(O2)C(N)=O)C1 (1-[4-(5-cyanoindol-3-yl)butyl]-4-(2-carbamoyl-benzofuran-5-yl)-piperazine hydrochloride), C(C1=CC=CC=C1)O (benzyl alcohol). Starting materials: ClC1=C(C=O)C=CC=C1 (2-chlorobenzaldehyde), C(CC(=O)C)(=O)OCC (ethyl acetoacetate), C(C)(=O)O (acetic acid). The reagents and catalysts are N1CCCCC1 (piperidine). Solvent: C1=CC=CC=C1 (benzene). Yields the product ClC1=C(C=C(C(=O)OCC)C(=O)C)C=CC=C1 (Ethyl 2-(2-chlorobenzylidene)acetoacetate). The yield is 98.1%. RXN SMILES: [Cl:1][C:2]1[CH:9]=[CH:8][CH:7]=[CH:6][C:3]=1[CH:4]=O.[C:10]([O:16][CH2:17][CH3:18])(=[O:15])[CH2:11][C:12]([CH3:14])=[O:13].C(O)(=O)C>C1C=CC=CC=1.N1CCCCC1>[Cl:1][C:2]1[CH:9]=[CH:8][CH:7]=[CH:6][C:3]=1[CH:4]=[C:11]([C:12]([CH3:14])=[O:13])[C:10]([O:16][CH2:17][CH3:18])=[O:15]. Procedure details: A mixture of 25.0 g of 2-chlorobenzaldehyde, 23.1 g of ethyl acetoacetate, 2.1 g of acetic acid and 0.6 g of piperidine in 100 cc of benzene was heated under reflux for 8 hours and removed water by a Dean-Stark trap. After cooling, to the reaction mixture was added ethylacetate and water. The organic layer was further washed with a saturated aqueous sodium chloride solution and dried over magnesium sulfate. The solvent was distilled off and the crude product thus obtained was purified by a silic... The reactants are CC(C)CCN(Cc1ccc(Oc2ccc(C#N)c(F)c2)cc1)C(=O)OC(C)(C)C, CC(C)=NO, CC(C)(C)[O-], [Na+], CN(C)C=O. Yields the product CC(C)=NOc1cc(Oc2ccc(CN(CCC(C)C)C(=O)OC(C)(C)C)cc2)ccc1C#N. As a reaction SMILES: [C:12]([CH3:13])([CH3:14])([CH3:15])[O:16][C:17]([N:18]([CH2:19][CH2:20][CH:21]([CH3:22])[CH3:23])[CH2:24][c:25]1[cH:26][cH:27][c:28]([O:31][c:32]2[cH:33][c:34]([F:40])[c:35]([C:38]#[N:39])[cH:36][cH:37]2)[cH:29][cH:30]1)=[O:41].[CH3:1][C:2]([CH3:3])=[N:4][OH:5].[CH3:6][C:7]([CH3:8])([O-:9])[CH3:10].[Na+:11].[O:42]=[CH:43][N:44]([CH3:45])[CH3:46]>>[CH3:1][C:2]([CH3:3])=[N:4][O:5][c:34]1[cH:33][c:32]([O:31][c:28]2[cH:27][cH:26][c:25]([CH2:24][N:18]([C:17]([O:16][C:12]([CH3:13])([CH3:14])[CH3:15])=[O:41])[CH2:19][CH2:20][CH:21]([CH3:22])[CH3:23])[cH:30][cH:29]2)[cH:37][cH:36][c:35]1[C:38]#[N:39].